This data is from the Open Reaction Database (ORD), a public repository of structured organic reaction records. The task is: describe an organic reaction: reactants, conditions, products, and yield Starting materials: O=C=NS(=O)(=O)Cl, Cc1nc(-c2cccc(F)c2)ncc1C(=O)Nn1ccc2cc(F)ccc21, [Na+], [OH-]. The product is Cc1nc(-c2cccc(F)c2)ncc1C(=O)Nn1cc(C(N)=O)c2cc(F)ccc21. Reaction SMILES: [Cl:28][S:29](=[O:30])(=[O:31])[N:32]=[C:33]=[O:34].[F:1][c:2]1[cH:3][c:4]2[cH:5][cH:6][n:7]([NH:11][C:12](=[O:13])[c:14]3[c:15]([CH3:27])[n:16][c:17](-[c:20]4[cH:21][c:22]([F:26])[cH:23][cH:24][cH:25]4)[n:18][cH:19]3)[c:8]2[cH:9][cH:10]1.[Na+:36].[OH-:35]>>[F:1][c:2]1[cH:3][c:4]2[c:5]([C:33]([NH2:32])=[O:34])[cH:6][n:7]([NH:11][C:12](=[O:13])[c:14]3[c:15]([CH3:27])[n:16][c:17](-[c:20]4[cH:21][c:22]([F:26])[cH:23][cH:24][cH:25]4)[n:18][cH:19]3)[c:8]2[cH:9][cH:10]1. Reactants: CS(C)=O, C[S+](C)(C)=O, [H-], [I-], O=C1CN2CCC1CC2, [Na+], O. Product: C1CN2CCC1C1(CO1)C2. Reaction SMILES: [CH3:19][S:20](=[O:21])[CH3:22].[CH3:2][S+:3]([CH3:4])([CH3:5])=[O:6].[H-:7].[I-:1].[N:9]12[CH2:10][C:11](=[O:17])[CH:12]([CH2:13][CH2:14]1)[CH2:15][CH2:16]2.[Na+:8].[OH2:18]>>[CH2:2]1[C:11]2([CH2:10][N:9]3[CH2:14][CH2:13][CH:12]2[CH2:15][CH2:16]3)[O:17]1. The reactants are C1(CCCCC1)N=C=NC1CCCCC1 (1,3-dicyclohexylcarbodiimide), CC(CCCC=1C=NC=CC1)N (alpha-methyl-3-pyridinebutanamine), ON1N=NC2=C1C=CC=C2 (1-hydroxybenzotriazole), C([C@H](O)C1=CC=CC=C1)(=O)O ((R)-mandelic acid). Run in CN(C=O)C (dimethylformamide), CN(C=O)C (dimethylformamide). Conditions: temperature -5 celsius, time 18 hour. The product is OC(C(=O)NC(CCCC=1C=NC=CC1)C)C1=CC=CC=C1 (alpha-hydroxy-N-[1-methyl-4-(3-pyridinyl)butyl]benzeneacetamid). Isolated yield 94.6%. As a reaction SMILES: [CH3:1][CH:2]([NH2:12])[CH2:3][CH2:4][CH2:5][C:6]1[CH:7]=[N:8][CH:9]=[CH:10][CH:11]=1.ON1C2C=CC=CC=2N=N1.[C:23](O)(=[O:32])[C@@H:24]([C:26]1[CH:31]=[CH:30][CH:29]=[CH:28][CH:27]=1)[OH:25].C1(N=C=NC2CCCCC2)CCCCC1>CN(C)C=O>[OH:25][CH:24]([C:26]1[CH:31]=[CH:30][CH:29]=[CH:28][CH:27]=1)[C:23]([NH:12][CH:2]([CH3:1])[CH2:3][CH2:4][CH2:5][C:6]1[CH:7]=[N:8][CH:9]=[CH:10][CH:11]=1)=[O:32]. Reported procedure: To a cooled (-5° C.) solution of 32 g of the above enriched amine, 33 g of 1-hydroxybenzotriazole and 31.22 g of (R)-mandelic acid in 350 mL of dimethylformamide, was added a solution of 44.26 g of 1,3-dicyclohexylcarbodiimide in 150 mL of dimethylformamide and the mixture was stirred at -5° C. for 18 hours. After the precipitated dicyclohexylurea was removed by filtration, the filtrate was evaporated and the residue dispersed in 300 mL of cold 2N sodium hydroxide. The resulting solids were remo... Product: COC(=O)C1=C(C)NC2=C(C(=O)CN(CC(O)COc3cccc(C)c3C)C2)C1c1c(F)ccc(Cl)c1Cl. As a reaction SMILES: [CH3:1][O:2][C:3](=[O:4])[C:5]1=[C:6]([CH3:25])[NH:7][C:8]2=[C:13]([C:12](=[O:24])[CH2:11][NH:10][CH2:9]2)[CH:14]1[c:15]1[c:16]([Cl:23])[c:17]([Cl:22])[cH:18][cH:19][c:20]1[F:21].[CH3:26][c:27]1[c:28]([O:29][CH2:30][CH:31]2[CH2:32][O:33]2)[cH:34][cH:35][cH:36][c:37]1[CH3:38].[CH3:39][OH:40].[ClH:41]>>[CH3:1][O:2][C:3](=[O:4])[C:5]1=[C:6]([CH3:25])[NH:7][C:8]2=[C:13]([C:12](=[O:24])[CH2:11][N:10]([CH2:32][CH:31]([CH2:30][O:29][c:28]3[c:27]([CH3:26])[c:37]([CH3:38])[cH:36][cH:35][cH:34]3)[OH:33])[CH2:9]2)[CH:14]1[c:15]1[c:16]([Cl:23])[c:17]([Cl:22])[cH:18][cH:19][c:20]1[F:21]. Reactants: COC(=O)C1=C(C)NC2=C(C(=O)CNC2)C1c1c(F)ccc(Cl)c1Cl, Cc1cccc(OCC2CO2)c1C, CO, Cl.